From a dataset of the Open Reaction Database (ORD), a public repository of structured organic reaction records. describe an organic reaction: reactants, conditions, products, and yield Run in C(C)(=O)OCC (ethyl acetate), CC(CC)=O (2-butanone), CO (methanol), O (water). Procedure details: As described for Example 347, 335 mg of the polar diastereoisomer of glutaric acid (4-benzyl-4-dimethylaminocyclohexyl)amide [2-(4-chlorophenyl)ethyl]amide were obtained, which, dissolved in 30 ml 2-butanone, 30 ml ethyl acetate and 2 ml methanol, were converted into the corresponding hydrochloride by adding 12.5 μl water, 88 μl chlorotrimethylsilane and 10 ml diisopropylether (255 mg of white solid). The product is Cl.ClC1=CC=C(C=C1)CCNC(CCCC(=O)NC1CCC(CC1)(N(C)C)CC1=CC=CC=C1)=O (Glutaric acid (4-benzyl-4-dimethylaminocyclohexyl)amide [2-(4-chlorophenyl)ethyl]amide hydrochloride). RXN SMILES: [Cl:1][C:2]1[CH:7]=[CH:6][C:5]([CH2:8][CH2:9][NH:10][C:11](=[O:34])[CH2:12][CH2:13][CH2:14][C:15]([NH:17][CH:18]2[CH2:23][CH2:22][C:21]([CH2:27][C:28]3[CH:33]=[CH:32][CH:31]=[CH:30][CH:29]=3)([N:24]([CH3:26])[CH3:25])[CH2:20][CH2:19]2)=[O:16])=[CH:4][CH:3]=1.Cl.Cl[Si](C)(C)C.C(OC(C)C)(C)C>CC(=O)CC.O.CO.C(OCC)(=O)C>[ClH:1].[Cl:1][C:2]1[CH:3]=[CH:4][C:5]([CH2:8][CH2:9][NH:10][C:11](=[O:34])[CH2:12][CH2:13][CH2:14][C:15]([NH:17][CH:18]2[CH2:19][CH2:20][C:21]([CH2:27][C:28]3[CH:29]=[CH:30][CH:31]=[CH:32][CH:33]=3)([N:24]([CH3:26])[CH3:25])[CH2:22][CH2:23]2)=[O:16])=[CH:6][CH:7]=1 |f:8.9|. Starting materials: ClC1=CC=C(C=C1)CCNC(CCCC(=O)NC1CCC(CC1)(N(C)C)CC1=CC=CC=C1)=O (glutaric acid (4-benzyl-4-dimethylaminocyclohexyl)amide [2-(4-chlorophenyl)ethyl]amide), Cl (hydrochloride), Cl[Si](C)(C)C (chlorotrimethylsilane), C(C)(C)OC(C)C (diisopropylether). Reactants: CC(CO)CCc1ccccc1, CO, Cc1cccc(C2CC2)c1O, Cl, [K+], [OH-], Oc1cc(Cl)nnc1Cl. Product: Cc1cccc(C2CC2)c1Oc1nnc(Cl)cc1O. As a reaction SMILES: [CH3:21][CH:22]([CH2:23][CH2:24][c:25]1[cH:26][cH:27][cH:28][cH:29][cH:30]1)[CH2:31][OH:32].[CH3:36][OH:37].[CH:10]1([c:13]2[c:14]([OH:20])[c:15]([CH3:19])[cH:16][cH:17][cH:18]2)[CH2:11][CH2:12]1.[ClH:35].[K+:34].[OH-:33].[OH:1][c:2]1[c:3]([Cl:9])[n:4][n:5][c:6]([Cl:8])[cH:7]1>>[OH:1][c:2]1[c:3]([O:20][c:14]2[c:13]([CH:10]3[CH2:11][CH2:12]3)[cH:18][cH:17][cH:16][c:15]2[CH3:19])[n:4][n:5][c:6]([Cl:8])[cH:7]1. Reactants: C(C1=CC=CC=C1)N1CC=CC1 (1-benzyl-3-pyrroline), CS(=O)(=O)O (methanesulfonic acid), O (water), C1=CC(=CC(=C1)Cl)C(=O)OO (m-CPBA). Solvent: CC(=O)C (acetone). The product is C(C1=CC=CC=C1)N1CC2C(C1)O2 (1-benzyl-3,4-epoxypyrrolidine). Yield: 94.7%. RXN SMILES: [CH2:1]([N:8]1[CH2:12][CH:11]=[CH:10][CH2:9]1)[C:2]1[CH:7]=[CH:6][CH:5]=[CH:4][CH:3]=1.CS(O)(=O)=[O:15].O.C1C=C(Cl)C=C(C(OO)=O)C=1>CC(C)=O>[CH2:1]([N:8]1[CH2:12][CH:11]2[O:15][CH:10]2[CH2:9]1)[C:2]1[CH:7]=[CH:6][CH:5]=[CH:4][CH:3]=1. Reported procedure: To a solution of 15.9 g (0.1 mol) of 1-benzyl-3-pyrroline, 13.1 g (0.24 mol) of methanesulfonic acid (produced by Tokyo Chemical Industry Co., Ltd), 15.0 g of water, and 60.0 g of acetone in a round flask reactor, 31.1 g (0.13 mol) of 70% m-CPBA (m-chloroperbenzoic acid produced by Tokyo Chemical Industry Co., Ltd.) was added with stirring and allowed to react for 10 hours at room temperature without irradiation by lamps. After completion, acetone was evaporated under reduced pressure, neutraliz...